This data is from the Open Reaction Database (ORD), a public repository of structured organic reaction records. The task is: describe an organic reaction: reactants, conditions, products, and yield As a reaction SMILES: [H-].[Al+3].[Li+].[H-].[H-].[H-].[CH2:7]([C:9]([CH3:26])([CH2:13][CH2:14][CH2:15][CH2:16][CH2:17][CH2:18][C:19]([CH2:24][CH3:25])([CH3:23])[C:20](O)=[O:21])[C:10](O)=[O:11])[CH3:8].S(=O)(=O)(O)O>C(OCC)C>[CH2:24]([C:19]([CH3:23])([CH2:18][CH2:17][CH2:16][CH2:15][CH2:14][CH2:13][C:9]([CH2:7][CH3:8])([CH3:26])[CH2:10][OH:11])[CH2:20][OH:21])[CH3:25] |f:0.1.2.3.4.5|. The product is C(C)C(CO)(CCCCCCC(CO)(C)CC)C (2,9-Diethyl-2,9-dimethyl-1,10-decanediol). Procedure details: A suspension of 1.6 grams (0.0425 mole) of lithium aluminum hydride in 40 ml of anhydrous diethyl ether was added, under vigorous stirring, with a solution of 4.87 grams (0.0170 mole) of 2,9-diethyl-2,9-dimethyl-1,10-decanedioic acid, and the resulting mixture was refluxed for 1 hour. After cooling to room temperature, the suspension was added with 12 ml of a 25% (v/v) aqueous solution of sulphuric acid. The obtained precipitate was removed by filtration and the filtrate was poured into 50 ml of... Starting materials: C(C)C(C(=O)O)(CCCCCCC(C(=O)O)(C)CC)C (2,9-diethyl-2,9-dimethyl-1,10-decanedioic acid), [H-].[Al+3].[Li+].[H-].[H-].[H-] (lithium aluminum hydride), S(O)(O)(=O)=O (sulphuric acid). Run in C(C)OCC (diethyl ether). Starting materials: C(C1=CC=CC=C1)SC1=NN2C(C(=CC=C2Cl)Br)=N1 (2-Benzylthio-8-bromo-5-chloro[1,2,4]triazolo[1,5-a]pyridine), C[O-].[Na+] (sodium methoxide), CO (methanol), CO (methanol). Solvent: C(C)(=O)O (acetic acid). Product: C(C1=CC=CC=C1)SC1=NN2C(C(=CC=C2OC)Br)=N1 (2-Benzylthio-8-bromo-5-methoxy[1,2,4]triazolo[1,5-a]pyridine). As a reaction SMILES: [CH2:1]([S:8][C:9]1[N:19]=[C:12]2[C:13]([Br:18])=[CH:14][CH:15]=[C:16](Cl)[N:11]2[N:10]=1)[C:2]1[CH:7]=[CH:6][CH:5]=[CH:4][CH:3]=1.[CH3:20][O-:21].[Na+].CO>C(O)(=O)C>[CH2:1]([S:8][C:9]1[N:19]=[C:12]2[C:13]([Br:18])=[CH:14][CH:15]=[C:16]([O:21][CH3:20])[N:11]2[N:10]=1)[C:2]1[CH:7]=[CH:6][CH:5]=[CH:4][CH:3]=1 |f:1.2|. Reported procedure: 2-Benzylthio-8-bromo-5-chloro[1,2,4]triazolo[1,5-a]pyridine (7.7 g, 0.0217 mol) and 25 percent sodium methoxide in methanol (19.9 mL, 4.7 g, 0.0868 mol) were mixed with 400 mL of methanol and the mixture was heated to reflux for 1.5 hours. It was then cooled and acidified with acetic acid. The volatiles were removed by evaporation under reduced pressure and the residue was dissolved in dichloromethane The resulting solution was washed with water and concentrated by evaporation under reduced pres...